From a dataset of the Open Reaction Database (ORD), a public repository of structured organic reaction records. describe an organic reaction: reactants, conditions, products, and yield Reactants: CN(C)C=O, [H-], O=C(Nc1cn2nc(I)ccc2n1)C1CC1, Cc1ccc(N)cc1O, [Na+]. The product is Cc1ccc(N)cc1Oc1ccc2nc(NC(=O)C3CC3)cn2n1. As a reaction SMILES: [CH3:28][N:29]([CH3:30])[CH:31]=[O:32].[H-:1].[I:12][c:13]1[cH:14][cH:15][c:16]2[n:17]([n:18]1)[cH:19][c:20]([NH:22][C:23](=[O:24])[CH:25]1[CH2:26][CH2:27]1)[n:21]2.[NH2:3][c:4]1[cH:5][cH:6][c:7]([CH3:11])[c:8]([OH:10])[cH:9]1.[Na+:2]>>[NH2:3][c:4]1[cH:5][cH:6][c:7]([CH3:11])[c:8]([O:10][c:13]2[cH:14][cH:15][c:16]3[n:17]([n:18]2)[cH:19][c:20]([NH:22][C:23](=[O:24])[CH:25]2[CH2:26][CH2:27]2)[n:21]3)[cH:9]1. Starting materials: ClC=1N=C(C2=C(N1)N(C=C2C2=CC=NC=C2)S(=O)(=O)C2=CC=C(C)C=C2)NC2=CC=C(C=C2)F (2-chloro-N-(4-fluorophenyl)-5-(pyridin-4-yl)-7-tosyl-7H-pyrrolo[2,3-d]pyrimidin-4-amine), NC=1C=C2CCC(N(C2=CC1)C)=O (6-amino-1-methyl-3,4-dihydroquinolin-2(1H)-one), C[Si](C)(C)Cl (trimethylsilyl chloride). The solvent is C(CCC)O (nBuOH). Product: FC1=CC=C(C=C1)NC=1C2=C(N=C(N1)NC=1C=C3CCC(N(C3=CC1)C)=O)NC=C2C2=CC=NC=C2 (6-(4-(4-fluorophenylamino)-5-(pyridin-4-yl)-7H-pyrrolo[2,3-d]pyrimidin-2-ylamino)-1-methyl-3,4-dihydroquinolin-2(1H)-one). RXN SMILES: Cl[C:2]1[N:3]=[C:4]([NH:27][C:28]2[CH:33]=[CH:32][C:31]([F:34])=[CH:30][CH:29]=2)[C:5]2[C:10]([C:11]3[CH:16]=[CH:15][N:14]=[CH:13][CH:12]=3)=[CH:9][N:8](S(C3C=CC(C)=CC=3)(=O)=O)[C:6]=2[N:7]=1.[NH2:35][C:36]1[CH:37]=[C:38]2[C:43](=[CH:44][CH:45]=1)[N:42]([CH3:46])[C:41](=[O:47])[CH2:40][CH2:39]2.C[Si](Cl)(C)C>C(O)CCC>[F:34][C:31]1[CH:30]=[CH:29][C:28]([NH:27][C:4]2[C:5]3[C:10]([C:11]4[CH:12]=[CH:13][N:14]=[CH:15][CH:16]=4)=[CH:9][NH:8][C:6]=3[N:7]=[C:2]([NH:35][C:36]3[CH:37]=[C:38]4[C:43](=[CH:44][CH:45]=3)[N:42]([CH3:46])[C:41](=[O:47])[CH2:40][CH2:39]4)[N:3]=2)=[CH:33][CH:32]=1. Reported procedure: A solution of 2-chloro-N-(4-fluorophenyl)-5-(pyridin-4-yl)-7-tosyl-7H-pyrrolo[2,3-d]pyrimidin-4-amine (31 mg, 0.062 mmol), 6-amino-1-methyl-3,4-dihydroquinolin-2(1H)-one (25 mg, 0.14 mmol) and trimethylsilyl chloride (0.100 mL, 0.790 mmol) in nBuOH (1 mL) was stirred at 135° C. for 20 h. It was concentrated in vacuo. The residue was purified by HPLC to give the titled compound. MS 480.5 (M+H); UV 204.7, 281.7, 314.3 nm.